This data is from the Open Reaction Database (ORD), a public repository of structured organic reaction records. The task is: describe an organic reaction: reactants, conditions, products, and yield Reactants: CN1N=C(C=C1CO)C1=CC=C(C=C1)C(F)(F)F ([2-methyl-5-(4-trifluoromethyl-phenyl)-2H-pyrazol-3-yl]-methanol), C(CCC)P(CCCC)CCCC (tributylphosphine), CN(C(=O)N=NC(=O)N(C)C)C (N,N,N′,N′-tetramethyl azodicarboxamide), ice, C(C)OC(CN1C=CC2=CC=C(C=C12)O)=O ((6-hydroxy-indol-1-yl)-acetic acid ethyl ester). Solvent: O1CCCC1 (tetrahydrofuran). Run at time 14 hour. Product: C(C)OC(CN1C=CC2=CC=C(C=C12)OCC=1N(N=C(C1)C1=CC=C(C=C1)C(F)(F)F)C)=O ({6-[2-Methyl-5-(4-trifluoromethyl-phenyl)-2H-pyrazol-3-ylmethoxy]-indol-1-yl}-acetic acid ethyl ester). The yield is 30.0%. RXN SMILES: [CH2:1]([O:3][C:4](=[O:16])[CH2:5][N:6]1[C:14]2[C:9](=[CH:10][CH:11]=[C:12]([OH:15])[CH:13]=2)[CH:8]=[CH:7]1)[CH3:2].[CH3:17][N:18]1[C:22]([CH2:23]O)=[CH:21][C:20]([C:25]2[CH:30]=[CH:29][C:28]([C:31]([F:34])([F:33])[F:32])=[CH:27][CH:26]=2)=[N:19]1.C(P(CCCC)CCCC)CCC.CN(C)C(N=NC(N(C)C)=O)=O>O1CCCC1>[CH2:1]([O:3][C:4](=[O:16])[CH2:5][N:6]1[C:14]2[C:9](=[CH:10][CH:11]=[C:12]([O:15][CH2:23][C:22]3[N:18]([CH3:17])[N:19]=[C:20]([C:25]4[CH:26]=[CH:27][C:28]([C:31]([F:33])([F:32])[F:34])=[CH:29][CH:30]=4)[CH:21]=3)[CH:13]=2)[CH:8]=[CH:7]1)[CH3:2]. Procedure: To an ice cold solution of (6-hydroxy-indol-1-yl)-acetic acid ethyl ester (35 mg, 160 μmol; example 2 e]), [2-methyl-5-(4-trifluoromethyl-phenyl)-2H-pyrazol-3-yl]-methanol (41 mg, 160 μmol) and tributylphosphine (50 μl, 19 μmol) in tetrahydrofuran (3.5 ml) was added N,N,N′,N′-tetramethyl azodicarboxamide (33 mg, 19 μmol). The cooling bath was removed and stirring continued for 14 h. The mixture was filtered over celite and the solvent removed under reduced pressure to give a brown oil which was ... Reactants: BrC1=CC=C(C=C1)C1=CC=CC=2N1C=NC2 (5-(p-bromophenyl)imidazo[1,5-a]pyridine), CC1=CC=CC=C1P(C2=CC=CC=C2C)C3=CC=CC=C3C (tri-o-tolyphosphine), C(C(=C)C)(=O)OC (methyl methacrylate). Reagents/catalysts: C(C)(=O)[O-].[Pd+2].C(C)(=O)[O-] (palladium acetate). The solvent is C(Cl)Cl (methylene chloride), C(C)N(CC)CC (triethylamine). Yields the product C(=O)(OC)C(CC1=CC=C(C=C1)C1=CC=CC=2N1C=NC2)=C (5-[p-(2-carbomethoxyprop-2-enyl)phenyl]imidazo[1,5-a]pyridine). As a reaction SMILES: Br[C:2]1[CH:7]=[CH:6][C:5]([C:8]2[N:13]3[CH:14]=[N:15][CH:16]=[C:12]3[CH:11]=[CH:10][CH:9]=2)=[CH:4][CH:3]=1.CC1C(P(C2C(C)=CC=CC=2)C2C(C)=CC=CC=2)=CC=CC=1.[C:39]([O:44][CH3:45])(=[O:43])[C:40]([CH3:42])=[CH2:41]>C(N(CC)CC)C.C(Cl)Cl.C([O-])(=O)C.[Pd+2].C([O-])(=O)C>[C:39]([C:40](=[CH2:41])[CH2:42][C:2]1[CH:7]=[CH:6][C:5]([C:8]2[N:13]3[CH:14]=[N:15][CH:16]=[C:12]3[CH:11]=[CH:10][CH:9]=2)=[CH:4][CH:3]=1)([O:44][CH3:45])=[O:43] |f:5.6.7|. Procedure: A solution of 0.34 g of 5-(p-bromophenyl)imidazo[1,5-a]pyridine, 2.7 mg of palladium acetate, 7.5 mg of tri-o-tolyphosphine and 0.22 g methyl methacrylate in 3 ml of triethylamine is refluxed for 7 days, diluted with 50 ml of methylene chloride and washed with water. The methylene chloride is evaporated and the residue is taken up in 50 ml ether, filtered and washed with 2×20 ml of ice-cold 0.5N hydrochloric acid. The aqueous phase is adjusted to pH=8 and is extracted with methylene chloride. Th... Reactants: O=C1CN(c2nncc3cc(Br)ccc23)CCN1, O=C([O-])[O-], COCCOC, CCO, Cc1ccc(C(=O)NC2CC2)cc1B1OC(C)(C)C(C)(C)O1, [K+], [K+], c1ccc(P(c2ccccc2)(c2ccccc2)[Pd](P(c2ccccc2)(c2ccccc2)c2ccccc2)(P(c2ccccc2)(c2ccccc2)c2ccccc2)P(c2ccccc2)(c2ccccc2)c2ccccc2)cc1. Yields the product Cc1ccc(C(=O)NC2CC2)cc1-c1ccc2c(N3CCNC(=O)C3)nncc2c1. As a reaction SMILES: [Br:1][c:2]1[cH:3][c:4]2[cH:5][n:6][n:7][c:8]([N:12]3[CH2:13][C:14](=[O:18])[NH:15][CH2:16][CH2:17]3)[c:9]2[cH:10][cH:11]1.[C:41](=[O:42])([O-:43])[O-:44].[CH3:47][O:48][CH2:49][CH2:50][O:51][CH3:52].[CH3:53][CH2:54][OH:55].[CH:19]1([NH:22][C:23]([c:24]2[cH:25][c:26]([B:31]3[O:32][C:33]([CH3:34])([CH3:35])[C:36]([CH3:37])([CH3:38])[O:39]3)[c:27]([CH3:30])[cH:28][cH:29]2)=[O:40])[CH2:20][CH2:21]1.[K+:45].[K+:46].[cH:56]1[cH:57][cH:58][c:59]([P:60]([Pd:61]([P:62]([c:63]2[cH:64][cH:65][cH:66][cH:67][cH:68]2)([c:69]2[cH:70][cH:71][cH:72][cH:73][cH:74]2)[c:75]2[cH:76][cH:77][cH:78][cH:79][cH:80]2)([P:81]([c:82]2[cH:83][cH:84][cH:85][cH:86][cH:87]2)([c:88]2[cH:89][cH:90][cH:91][cH:92][cH:93]2)[c:94]2[cH:95][cH:96][cH:97][cH:98][cH:99]2)[P:100]([c:101]2[cH:102][cH:103][cH:104][cH:105][cH:106]2)([c:107]2[cH:108][cH:109][cH:110][cH:111][cH:112]2)[c:113]2[cH:114][cH:115][cH:116][cH:117][cH:118]2)([c:119]2[cH:120][cH:121][cH:122][cH:123][cH:124]2)[c:125]2[cH:126][cH:127][cH:128][cH:129][cH:130]2)[cH:131][cH:132]1>>[c:2]1(-[c:26]2[cH:25][c:24]([C:23]([NH:22][CH:19]3[CH2:20][CH2:21]3)=[O:40])[cH:29][cH:28][c:27]2[CH3:30])[cH:3][c:4]2[cH:5][n:6][n:7][c:8]([N:12]3[CH2:13][C:14](=[O:18])[NH:15][CH2:16][CH2:17]3)[c:9]2[cH:10][cH:11]1. The reactants are C(C)NC(=O)NC1=NC=C(C=C1)B1OC(C(O1)(C)C)(C)C (N-Ethyl-N′-[5-(4,4,5,5-tetramethyl-1,3,2-dioxaborolan-2-yl)pyridin-2-yl]urea), BrC1=CC=CC(=N1)N (6-bromopyridin-2-amine), C(C)N=C=O (ethyl isocyanate). Yields the product BrC1=CC=CC(=N1)NC(=O)NCC (N-(6-Bromopyridin-2-yl)-N′-ethylurea). As a reaction SMILES: [CH2:1]([NH:3][C:4]([NH:6][C:7]1[CH:12]=[CH:11][C:10](B2OC(C)(C)C(C)(C)O2)=[CH:9][N:8]=1)=[O:5])[CH3:2].[Br:22]C1N=C(N)C=CC=1.C(N=C=O)C>>[Br:22][C:9]1[N:8]=[C:7]([NH:6][C:4]([NH:3][CH2:1][CH3:2])=[O:5])[CH:12]=[CH:11][CH:10]=1. Reported procedure: The title compound was synthesized by a method analogous to Intermediate 1 synthesis starting with 6-bromopyridin-2-amine and ethyl isocyanate. The crude residue was purified by flash chromatography (EtOAc/hexanes as eluent). MS (ESP): 245 (M+H+) for C8H10BrN3O; NMR: 1.08 (t, 3H), 3.16 (m, 2H), 7.26 (d, 1H), 7.64 (s, 1H), 7.75 (s, 1H), 8.08 (d, 1H), 9.29 (s, 1H). Starting materials: COC1=CC=C(C=2CC3=C(C(N(C3)[C@H](C(=O)O)CC(C)C)=O)OC12)OC ((S)-2-(5,8-dimethoxy-3-oxo-3,9-dihydro-1H-chromeno[2,3-c]pyrrol-2-yl)-4-methyl-pentanoic acid), COC(C1=CN=C(C=C1)N)=O (6-aminonicotinic acid methyl ester), N-ethyl-N-dimethyaminopropyl carbodiimide hydrochloride, ON1N=NC2=C1C=CC=C2 (N-hydroxybenzotriazole). Run in C(Cl)Cl (methylene chloride), O (water). Product: COC(C1=CN=C(C=C1)NC([C@H](CC(C)C)N1C(C2=C(C1)CC=1C(=CC=C(C1O2)OC)OC)=O)=O)=O (6-[(S)-2-(5,8-dimethoxy-3-oxo-3,9-dihydro-1H-chromeno[2,3-c]pyrrol-2-yl)-4-methyl-pentanoylamino]-nicotinic acid methyl ester). Yield: 15.0%. Reaction SMILES: [CH3:1][O:2][C:3]1[C:24]2[O:23][C:10]3[C:11](=[O:22])[N:12]([C@@H:14]([CH2:18][CH:19]([CH3:21])[CH3:20])[C:15](O)=[O:16])[CH2:13][C:9]=3[CH2:8][C:7]=2[C:6]([O:25][CH3:26])=[CH:5][CH:4]=1.[CH3:27][O:28][C:29](=[O:37])[C:30]1[CH:35]=[CH:34][C:33]([NH2:36])=[N:32][CH:31]=1.ON1C2C=CC=CC=2N=N1>C(Cl)Cl.O>[CH3:27][O:28][C:29](=[O:37])[C:30]1[CH:35]=[CH:34][C:33]([NH:36][C:15](=[O:16])[C@@H:14]([N:12]2[CH2:13][C:9]3[CH2:8][C:7]4[C:6]([O:25][CH3:26])=[CH:5][CH:4]=[C:3]([O:2][CH3:1])[C:24]=4[O:23][C:10]=3[C:11]2=[O:22])[CH2:18][CH:19]([CH3:21])[CH3:20])=[N:32][CH:31]=1. Procedure: A solution of (S)-2-(5,8-dimethoxy-3-oxo-3,9-dihydro-1H-chromeno[2,3-c]pyrrol-2-yl)-4-methyl-pentanoic acid (Example 13, step 2c) (200 mg, 0.55 mmol), commercially available 6-aminonicotinic acid methyl ester (116 mg, 0.66 mmol), N-ethyl-N-dimethyaminopropyl carbodiimide hydrochloride (EDCI. HCl) (116 mg, 0.60 mmol), and N-hydroxybenzotriazole (HOBt) (82 mg, 0.60 mmol) in methylene chloride (10 mL) was stirred for 16 hours at 25° C. The reaction mixture was diluted with water and extracted with ... Procedure details: The title compound was synthesized in analogy to Example 75, using 5-bromo-6-chloro-3-pyridinecarboxylic acid, hydroxymethyl-cyclopropan, 4-cyanophenylboronic acid and (+)-1-amino-2-cyclopropyl-propan-2-ol as starting materials to yield (+)-5-(4-cyano-phenyl)-N-(2-cyclopropyl-2-hydroxy-propyl)-6-cyclopropylmethoxy-nicotinamide. MS (ISP) 392.2 (M+H)+, αD20: +1.7° in MeOH. The reactants are BrC=1C=C(C=NC1Cl)C(=O)O (5-bromo-6-chloro-3-pyridinecarboxylic acid), NCC(C)(O)C1CC1 ((+)-1-amino-2-cyclopropyl-propan-2-ol), OCC1CC1 (hydroxymethyl-cyclopropan), C(#N)C1=CC=C(C=C1)B(O)O (4-cyanophenylboronic acid). Product: C(#N)C1=CC=C(C=C1)C=1C(=NC=C(C(=O)NCC(C)(O)C2CC2)C1)OCC1CC1 ((+)-5-(4-cyano-phenyl)-N-(2-cyclopropyl-2-hydroxy-propyl)-6-cyclopropylmethoxy-nicotinamide). As a reaction SMILES: Br[C:2]1[CH:3]=[C:4]([C:9]([OH:11])=O)[CH:5]=[N:6][C:7]=1Cl.[OH:12][CH2:13][CH:14]1[CH2:16][CH2:15]1.[C:17]([C:19]1[CH:24]=[CH:23][C:22](B(O)O)=[CH:21][CH:20]=1)#[N:18].[NH2:28][CH2:29][C:30]([CH:33]1[CH2:35][CH2:34]1)([OH:32])[CH3:31]>>[C:17]([C:19]1[CH:24]=[CH:23][C:22]([C:2]2[C:7]([O:12][CH2:13][CH:14]3[CH2:16][CH2:15]3)=[N:6][CH:5]=[C:4]([CH:3]=2)[C:9]([NH:28][CH2:29][C:30]([CH:33]2[CH2:35][CH2:34]2)([OH:32])[CH3:31])=[O:11])=[CH:21][CH:20]=1)#[N:18].